This data is from the Open Reaction Database (ORD), a public repository of structured organic reaction records. The task is: describe an organic reaction: reactants, conditions, products, and yield Starting materials: alkyl, NC1=C(CO)C=C(C=C1)OC (2-amino-5-methoxy-benzyl alcohol), S(=O)(Cl)Cl (thionyl chloride), N1CCOCC1 (morpholine). Run in C(Cl)Cl (methylenechloride). Yields the product NC1=C(CN2CCOCC2)C=C(C=C1)OC (N-(2-Amino-5-methoxy-benzyl)-morpholine). RXN SMILES: [NH2:1][C:2]1[CH:9]=[CH:8][C:7]([O:10][CH3:11])=[CH:6][C:3]=1[CH2:4]O.S(Cl)(Cl)=O.[NH:16]1[CH2:21][CH2:20][O:19][CH2:18][CH2:17]1>C(Cl)Cl>[NH2:1][C:2]1[CH:9]=[CH:8][C:7]([O:10][CH3:11])=[CH:6][C:3]=1[CH2:4][N:16]1[CH2:21][CH2:20][O:19][CH2:18][CH2:17]1. Procedure: N-(2-Amino-5-methoxy-benzyl)-morpholine was prepared from 2-amino-5-methoxy-benzyl alcohol, thionyl chloride and morpholine analogous to Example 1. Proof of structure by IR- and UV-spectra. IR-spectrum (methylenechloride) 3280 cm-1NH2 ; 3410 cm-1NH2 ; 2830 cm-1OCH3 ; 2800 cm-1N-alkyl; 1500 cm-1C=C; 1600 cm -1 C=C. Product: COC=1C=C(C=CC1OC)C=1N=C2N(C=CC(=C2)OC)C1 (2-(3,4-Dimethoxy-phenyl)-7-methoxy-imidazo[1,2-a]pyridine). As a reaction SMILES: [NH2:1][C:2]1[CH:7]=[C:6]([O:8][CH3:9])[CH:5]=[CH:4][N:3]=1.[CH3:10][O:11][C:12]1[CH:13]=[C:14]([CH:19]=[CH:20][C:21]=1[O:22][CH3:23])[C:15](=O)[CH2:16]Br>>[CH3:10][O:11][C:12]1[CH:13]=[C:14]([C:15]2[N:1]=[C:2]3[CH:7]=[C:6]([O:8][CH3:9])[CH:5]=[CH:4][N:3]3[CH:16]=2)[CH:19]=[CH:20][C:21]=1[O:22][CH3:23]. Procedure: The title compound, pale yellow solid, m.p. 142° C. and MS: m/e=284.1 (M+), was prepared in accordance with the general method of example 1 from 2-amino-4-methoxy-pyridine and 3,4-dimethoxy-phenacylbromide. The reactants are NC1=NC=CC(=C1)OC (2-amino-4-methoxy-pyridine), COC=1C=C(C(CBr)=O)C=CC1OC (3,4-dimethoxy-phenacylbromide).